Dataset: the Open Reaction Database (ORD), a public repository of structured organic reaction records. Task: describe an organic reaction: reactants, conditions, products, and yield The reactants are C=1(C(=CC=C(C1)C)C)O (2,5-xylenol), S(=O)(=O)(Cl)Cl (sulfuryl chloride), ice water, S([O-])(O)=O.[Na+] (sodium bisulfite). Reagents/catalysts: C1(=CC=CC=C1)SC1=CC=CC=C1 (diphenyl sulfide). Run in ClCCl (dichloromethane), ClCCl (dichloromethane). Conditions: temperature 10 celsius. Product: ClC=1C=C(C(=CC1C)O)C (4-Chloro-2,5-xylenol). The yield is 97.8%. As a reaction SMILES: [C:1]1([OH:9])[C:2]([CH3:8])=[CH:3][CH:4]=[C:5]([CH3:7])[CH:6]=1.S(Cl)([Cl:13])(=O)=O.S(=O)(O)[O-].[Na+]>ClCCl.C1(SC2C=CC=CC=2)C=CC=CC=1>[Cl:13][C:4]1[CH:3]=[C:2]([CH3:8])[C:1]([OH:9])=[CH:6][C:5]=1[CH3:7] |f:2.3|. Reported procedure: To a solution of 100 g (0.82 mol) of 2,5-xylenol and 0.9 g of diphenyl sulfide in 700 mL of dichloromethane was added a solution of 106 g (0.79 mol) of sulfuryl chloride in 100 mL of dichloromethane, maintaining the temperature at 5-15° C. The mixture was stirred for an additional hour and then poured onto 400 g of ice-water containing 5 g of sodium bisulfite. The layers were separated, and the organic phase was washed with water, dried (MgSO4), and concentrated to dryness. The crude solids were... The reactants are CC(C)O, N#CBr, Nc1cc(N2CCOCC2)ccc1C1=NCCN1. Product: Br, NC1=Nc2cc(N3CCOCC3)ccc2C2=NCCN12. As a reaction SMILES: [CH3:22][CH:23]([OH:24])[CH3:25].[N:19]#[C:20][Br:21].[NH:1]1[C:2]([c:6]2[c:7]([NH2:18])[cH:8][c:9]([N:12]3[CH2:13][CH2:14][O:15][CH2:16][CH2:17]3)[cH:10][cH:11]2)=[N:3][CH2:4][CH2:5]1>>[BrH:21].[N:1]12[C:2](=[N:3][CH2:4][CH2:5]1)[c:6]1[c:7]([cH:8][c:9]([N:12]3[CH2:13][CH2:14][O:15][CH2:16][CH2:17]3)[cH:10][cH:11]1)[N:18]=[C:20]2[NH2:19]. Reactants: 1,8-diazabicyclo-[5.4.0]-7-undecene, BrC1=CC=C(O1)C(=O)O (5-bromo-2-furancarboxylic acid), ON1C(CCC1=O)=O (N-hydroxysuccinimide), Cl.C(C)N=C=NCCCN(C)C (1-ethyl-3-(3′-dimethylaminopropyl)carbodiimide hydrochloride), Cl.CNOC (N,O-dimethylhydroxyl-amine hydrochloride). The solvent is CN(C)C=O (DMF), C(C)#N (acetonitrile), C(C)#N (acetonitrile), C(C)N(CC)CC (triethylamine). Run at time 2 hour. Product: CN(C(=O)C=1OC(=CC1)Br)OC (N-methyl-N-methoxy-5-bromofuran-2-carboxamide). Isolated yield 45.2%. RXN SMILES: [Br:1][C:2]1[O:6][C:5]([C:7]([OH:9])=O)=[CH:4][CH:3]=1.ON1C(=O)CCC1=O.Cl.C(N=C=NCCCN(C)C)C.Cl.[CH3:31][NH:32][O:33][CH3:34]>C(#N)C.CN(C=O)C.C(N(CC)CC)C>[CH3:31][N:32]([O:33][CH3:34])[C:7]([C:5]1[O:6][C:2]([Br:1])=[CH:3][CH:4]=1)=[O:9] |f:2.3,4.5|. Reported procedure: To a suspension of 5-bromo-2-furancarboxylic acid (5.00 g) and N-hydroxysuccinimide (3.31 g) in acetonitrile (50 ml) was added 1-ethyl-3-(3′-dimethylaminopropyl)carbodiimide hydrochloride (5.52 g) at room temperature, and the mixture was stirred for 2 hours. To the reaction mixture was added a suspension of N,O-dimethylhydroxyl-amine hydrochloride (2.81 g) and triethylamine (10 ml) in acetonitrile (20 ml), and the mixture was stirred for 1 hour. To the reaction mixture were added 1,8-diazabicycl...